From a dataset of the Open Reaction Database (ORD), a public repository of structured organic reaction records. describe an organic reaction: reactants, conditions, products, and yield Starting materials: [Li].[Li].C1(C=CC=C1)C(C)(CCCO[Si](C)(C)C)C1C=CC=C1 (2,2-bis(cyclopentadienyl)-5trimethylsiloxypentane dilithium salt), ligand, [Cl-].[Cl-].[Cl-].[Cl-].[Zr+4] (ZrCl4), [Li]CCCC (n-BuLi), [Cl-].[Cl-].[Cl-].[Cl-].[Zr+4] (ZrCl4), [Li][Li] (dilithium), [Li][Li] (dilithium). Run in C1(=CC=CC=C1)C (toluene), CCCCCC (hexane), CCCCCC (hexane), C1(=CC=CC=C1)C (toluene). Run at time 16 hour. Product: [Cl-].[Cl-].[Zr+2].C1(C=CC=C1)C(C)(CCCO[Si](C)(C)C)C1C=CC=C1 (2,2-bis(cyclopentadienyl)-5-trimethylsiloxypentane zirconium dichloride). The yield is 22.0%. Reaction SMILES: [Li]CCCC.[Li][Li].[Cl-:8].[Cl-].[Cl-].[Cl-].[Zr+4:12].[Li].[Li].[CH:15]1([C:20]([CH:30]2[CH:34]=[CH:33][CH:32]=[CH:31]2)([CH2:22][CH2:23][CH2:24][O:25][Si:26]([CH3:29])([CH3:28])[CH3:27])[CH3:21])[CH:19]=[CH:18][CH:17]=[CH:16]1>CCCCCC.C1(C)C=CC=CC=1>[Cl-:8].[Cl-:8].[Zr+2:12].[CH:30]1([C:20]([CH:15]2[CH:16]=[CH:17][CH:18]=[CH:19]2)([CH2:22][CH2:23][CH2:24][O:25][Si:26]([CH3:28])([CH3:27])[CH3:29])[CH3:21])[CH:31]=[CH:32][CH:33]=[CH:34]1 |f:2.3.4.5.6,7.8.9,12.13.14.15,^1:12,13|. Procedure: The previously distilled ligand (20.2 g, 0.07 mol) was placed in a 500 ml Schlenk flask and dissolved in dry hexane (250 ml). n-BuLi 1.6 M in hexane (87.3 ml 0.14 mol) was dropwise added is solution at 5° C. The resulting white suspension was heated to 75° C. for a 6 h period until the total formation of the dilithium salt was confirmed by NMR. The mixture was left to cool down to room temperature, filtered and dried under vacuum. ZrCl4 (16.28 g, 0.07 mol) was placed in the 500 Schlenk flask and... Reactants: O=C(O)C(Br)Br, O=C([O-])[O-], CCn1nccc1C(=O)c1cc(O)c(O)c(Cl)c1Cl, CN(C)C=O, Cl, [K+], [K+], O. Product: CCn1nccc1C(=O)c1cc2c(c(Cl)c1Cl)OC(C(=O)O)O2. As a reaction SMILES: [Br:7][CH:8]([C:9](=[O:10])[OH:11])[Br:12].[C:1](=[O:2])([O-:3])[O-:4].[CH2:13]([CH3:14])[n:15]1[n:16][cH:17][cH:18][c:19]1[C:20](=[O:21])[c:22]1[c:23]([Cl:31])[c:24]([Cl:30])[c:25]([OH:29])[c:26]([OH:28])[cH:27]1.[CH3:33][N:34]([CH3:35])[CH:36]=[O:37].[ClH:32].[K+:5].[K+:6].[OH2:38]>>[CH:8]1([C:9](=[O:10])[OH:11])[O:28][c:26]2[c:25]([c:24]([Cl:30])[c:23]([Cl:31])[c:22]([C:20]([c:19]3[n:15]([CH2:13][CH3:14])[n:16][cH:17][cH:18]3)=[O:21])[cH:27]2)[O:29]1.